Dataset: the Open Reaction Database (ORD), a public repository of structured organic reaction records. Task: describe an organic reaction: reactants, conditions, products, and yield Reactants: ClCCl, CC#N, CC(=CC1=C(C(=O)OC(c2ccccc2)c2ccccc2)N2C(=O)C(NC(=O)OC(C)(C)C)C2SC1)OS(C)(=O)=O, O, Cc1ccc(S(=O)(=O)O)cc1. Yields the product CC(=CC1=C(C(=O)OC(c2ccccc2)c2ccccc2)N2C(=O)C(N)C2SC1)OS(C)(=O)=O. RXN SMILES: [CH2:57]([Cl:58])[Cl:59].[CH3:54][C:55]#[N:56].[CH:1]([c:2]1[cH:3][cH:4][cH:5][cH:6][cH:7]1)([c:8]1[cH:9][cH:10][cH:11][cH:12][cH:13]1)[O:14][C:15](=[O:16])[C:17]1=[C:24]([CH:25]=[C:26]([CH3:27])[O:28][S:29](=[O:30])(=[O:31])[CH3:32])[CH2:23][S:22][CH:21]2[N:18]1[C:19](=[O:41])[CH:20]2[NH:33][C:34]([O:35][C:36]([CH3:37])([CH3:38])[CH3:39])=[O:40].[OH2:42].[c:43]1([CH3:44])[cH:45][cH:46][c:47]([S:48]([OH:49])(=[O:50])=[O:51])[cH:52][cH:53]1>>[CH:1]([c:2]1[cH:3][cH:4][cH:5][cH:6][cH:7]1)([c:8]1[cH:9][cH:10][cH:11][cH:12][cH:13]1)[O:14][C:15](=[O:16])[C:17]1=[C:24]([CH:25]=[C:26]([CH3:27])[O:28][S:29](=[O:30])(=[O:31])[CH3:32])[CH2:23][S:22][CH:21]2[N:18]1[C:19](=[O:41])[CH:20]2[NH2:33].